This data is from the Open Reaction Database (ORD), a public repository of structured organic reaction records. The task is: describe an organic reaction: reactants, conditions, products, and yield Reactants: CN=C=S (Methyl isothiocyanate), CNC(=S)NCCCSCC1=NC=CC=N1 (N-methyl-N'-[3-(2-pyrimidylmethylthio)propyl]thiourea), ClCC1=NC=CC=N1 (2-chloromethylpyrimidine), C1(C=2C(C(N1CCCS)=O)=CC=CC2)=O (3-phthalimidopropanethiol). Product: CNC(=S)NCCSCC=1C(=NC(=NC1)C)C (N-methyl-N'-[2-((2,4-dimethyl-5-pyrimidyl)methylthio)ethyl]thiourea). RXN SMILES: [CH3:1][N:2]=[C:3]=[S:4].Cl[CH2:6][C:7]1[N:12]=[CH:11][CH:10]=[CH:9][N:8]=1.[C:13]1(=O)N(CCCS)C(=O)C2=CC=CC=C12.CNC(NCC[CH2:35][S:36][CH2:37][C:38]1N=CC=C[N:39]=1)=S>>[CH3:1][NH:2][C:3]([NH:39][CH2:38][CH2:37][S:36][CH2:35][C:10]1[C:9]([CH3:13])=[N:8][C:7]([CH3:6])=[N:12][CH:11]=1)=[S:4]. Procedure: In the procedure of Example 1(i)(b) and (ii), using 2-chloromethylpyrimidine and 3-phthalimidopropanethiol as the starting materials, the product is N-methyl-N'-[3-(2-pyrimidylmethylthio)propyl]thiourea. Reactants: CC(C)(C)OC(=O)CBr, COC(=O)c1sc(Br)c(Br)c1O, [K+], [K+], O=C([O-])[O-], CN(C)C=O. The product is COC(=O)c1sc(Br)c(Br)c1OCC(=O)OC(C)(C)C. Reaction SMILES: [Br:13][CH2:14][C:15](=[O:16])[O:17][C:18]([CH3:19])([CH3:20])[CH3:21].[CH3:1][O:2][C:3](=[O:4])[c:5]1[s:6][c:7]([Br:12])[c:8]([Br:11])[c:9]1[OH:10].[K+:22].[K+:23].[O-:24][C:25]([O-:26])=[O:27].[O:28]=[CH:29][N:30]([CH3:31])[CH3:32]>>[CH3:1][O:2][C:3](=[O:4])[c:5]1[s:6][c:7]([Br:12])[c:8]([Br:11])[c:9]1[O:10][CH2:14][C:15](=[O:16])[O:17][C:18]([CH3:19])([CH3:20])[CH3:21]. Isolated yield 61.0%. Reaction SMILES: [OH:1][C:2]1[C:3]2[O:15][N:14]=[C:13]([C:16]3[CH:21]=[CH:20][CH:19]=[CH:18][CH:17]=3)[C:4]=2[CH:5]=[N:6][C:7]=1[C:8]([O:10][CH2:11][CH3:12])=[O:9].C1C(=O)N([Br:29])C(=O)C1.C(OOC(=O)C1C=CC=CC=1)(=O)C1C=CC=CC=1>C(Cl)(Cl)(Cl)Cl>[Br:29][C:5]1[C:4]2[C:13]([C:16]3[CH:21]=[CH:20][CH:19]=[CH:18][CH:17]=3)=[N:14][O:15][C:3]=2[C:2]([OH:1])=[C:7]([C:8]([O:10][CH2:11][CH3:12])=[O:9])[N:6]=1. Reported procedure: Ethyl 7-hydroxy-3-phenylisoxazolo[4,5-c]pyridine-6-carboxylate (1.0 g, 3.52 mmol), NBS (0.94 g, 5.28 mmol), and benzoyl peroxide (85 mg, 0.352 mmol) were added to 30 mL of carbon tetrachloride and refluxed for 16 h. Silica gel (10 g) was added and the solvent was evaporated. The crude was purified by flash chromatography (0-40% EtOAc/hexanes) to give 780 mg of the title compound. MS: (+) m/z 363.26, 365.17 (M+1, 79Br/81Br). The solvent is C(Cl)(Cl)(Cl)Cl (carbon tetrachloride). The reactants are OC=1C2=C(C=NC1C(=O)OCC)C(=NO2)C2=CC=CC=C2 (Ethyl 7-hydroxy-3-phenylisoxazolo[4,5-c]pyridine-6-carboxylate), C1CC(=O)N(C1=O)Br (NBS), C(C1=CC=CC=C1)(=O)OOC(C1=CC=CC=C1)=O (benzoyl peroxide). The product is BrC1=NC(=C(C2=C1C(=NO2)C2=CC=CC=C2)O)C(=O)OCC (Ethyl 4-bromo-7-hydroxy-3-phenylisoxazolo[4,5-c]pyridine-6-carboxylate). Starting materials: C(C)C12C(N(C(C(C1)(C2)C2=CC=C(C=C2)[N+](=O)[O-])=O)CCC)=O (5-ethyl-1-(4-nitrophenyl)-3-n-propyl-3-azabicyclo[3.1.1]-heptane-2,4-dione), CCOCC (ether). Reagents/catalysts: [Pd] (palladium-on-carbon). The solvent is C(C)(=O)OCC (ethyl acetate). Yields the product NC1=CC=C(C=C1)C12C(N(C(C(C1)(C2)CC)=O)CCC)=O (1-(4-aminophenyl)-5-ethyl-3-n-propyl-3-azabicyclo[3.1.1]heptane-2.4-dione). As a reaction SMILES: [CH2:1]([C:3]12[CH2:9][C:7]([C:10]3[CH:15]=[CH:14][C:13]([N+:16]([O-])=O)=[CH:12][CH:11]=3)([CH2:8]1)[C:6](=[O:19])[N:5]([CH2:20][CH2:21][CH3:22])[C:4]2=[O:23])[CH3:2].CCOCC>C(OCC)(=O)C.[Pd]>[NH2:16][C:13]1[CH:12]=[CH:11][C:10]([C:7]23[CH2:9][C:3]([CH2:1][CH3:2])([CH2:8]2)[C:4](=[O:23])[N:5]([CH2:20][CH2:21][CH3:22])[C:6]3=[O:19])=[CH:15][CH:14]=1. Procedure: In a manner analogous to that described in Example 12a, 6.3 g of 5-ethyl-1-(4-nitrophenyl)-3-n-propyl-3-azabicyclo[3.1.1]-heptane-2,4-dione are dissolved in 120 ml of ethyl acetate, hydrogenated in the presence of 0.6 g of 5% palladium-on-carbon and worked up. Melting point 124.5°-125° (from ether).